From a dataset of the Open Reaction Database (ORD), a public repository of structured organic reaction records. describe an organic reaction: reactants, conditions, products, and yield Reactants: C(C1=CC=CC=C1)OC=1C(=C(C(=CC1)F)C1=C(C=CC(=N1)C(=O)OC)F)F (methyl 6-(3-(benzyloxy)-2,6-difluorophenyl)-5-fluoropicolinate). Reagents/catalysts: [Pd] (Pd/C). The solvent is CO (methanol), C(C)(=O)OCC (ethyl acetate). Run at time 2 hour. The product is FC1=C(C(=CC=C1O)F)C1=C(C=CC(=N1)C(=O)OC)F (methyl 6-(2,6-difluoro-3-hydroxyphenyl)-5-fluoropicolinate). Isolated yield 86.0%. As a reaction SMILES: C([O:8][C:9]1[C:10]([F:27])=[C:11]([C:16]2[N:21]=[C:20]([C:22]([O:24][CH3:25])=[O:23])[CH:19]=[CH:18][C:17]=2[F:26])[C:12]([F:15])=[CH:13][CH:14]=1)C1C=CC=CC=1>CO.C(OCC)(=O)C.[Pd]>[F:27][C:10]1[C:9]([OH:8])=[CH:14][CH:13]=[C:12]([F:15])[C:11]=1[C:16]1[N:21]=[C:20]([C:22]([O:24][CH3:25])=[O:23])[CH:19]=[CH:18][C:17]=1[F:26]. Procedure: To a solution of methyl 6-(3-(benzyloxy)-2,6-difluorophenyl)-5-fluoropicolinate (1.0 equiv.) in methanol (0.1 M) was added 10% Pd/C (0.1 equiv.) in ethyl acetate. The reaction was placed under an atmosphere of hydrogen and stirred for 2 hours. Upon completion, the solution was filtered over a pad of Celite, the pad was washed with methanol, the filtrate was concentrated in vacuo to give methyl 6-(2,6-difluoro-3-hydroxyphenyl)-5-fluoropicolinate as a grey oil in 86% yield. LC/MS=284.0 (M+H), Rt=0...